Dataset: the Open Reaction Database (ORD), a public repository of structured organic reaction records. Task: describe an organic reaction: reactants, conditions, products, and yield Reactants: ice, FC(C(C(S(=O)(=O)O)(F)F)F)(F)F (3,3,3,2,1,1-hexafluoropropane sulfonic acid), CS(=O)C (dimethyl sulfoxide), C1(=CC=CC=C1)C (toluene), O=P12OP3(=O)OP(=O)(O1)OP(=O)(O2)O3.CS(=O)(=O)O (phosphorus pentaoxide metanesulfonic acid). The solvent is O (water), ClCCl (dichloromethane). The product is FC(C(C(S(=O)(=O)[O-])(F)F)F)(F)F.CC1=CC=C(C=C1)[S+](C)C (4-methylphenyl dimethyl sulfonium 3,3,3,2,1,1-hexafluoropropane sulfonate). The yield is 169.1%. Reaction SMILES: [CH3:1][S:2]([CH3:4])=O.[C:5]1([CH3:11])[CH:10]=[CH:9][CH:8]=[CH:7][CH:6]=1.O=P12OP3(OP(OP(O3)(O1)=O)(=O)O2)=O.CS(O)(=O)=O.[F:31][C:32]([F:43])([F:42])[CH:33]([F:41])[C:34]([F:40])([F:39])[S:35]([OH:38])(=[O:37])=[O:36]>ClCCl.O>[F:43][C:32]([F:31])([F:42])[CH:33]([F:41])[C:34]([F:39])([F:40])[S:35]([O-:38])(=[O:36])=[O:37].[CH3:11][C:5]1[CH:10]=[CH:9][C:8]([S+:2]([CH3:4])[CH3:1])=[CH:7][CH:6]=1 |f:2.3,7.8|. Procedure: A mixture of 7.81 g (10.0 mmol) of dimethyl sulfoxide with 9.21 g (10.0 mmol) of toluene was placed in a 200 ml flask. Then 40 ml of a previously prepared phosphorus pentaoxide/metanesulfonic acid reagent (prepared by dissolving 36 g of phosphorus pentaoxide in 360 g of methanesulfonic acid) was added thereto while stirring with a magnetic stirrer. A slight exothermic reaction occurred. The system was stirred at room temperature for 6 hours. The reaction mixture was poured into 150 ml of water a... Reactants: [Na].N1N=NC(=C1)S (1,2,3-triazole-4-thiol sodium salt), CN(C=O)C (dimethylformamide), S1C(=CC=C1)CC(=O)OCCl (chloromethyl thiolacetate). The solvent is O (water). Run at time 2 hour. The product is C(C)(=O)SCSC=1N=NNC1 (4-acetylthiomethylthio-1,2,3-triazole). Isolated yield 69.0%. Reaction SMILES: [Na].[NH:2]1[CH:6]=[C:5]([SH:7])[N:4]=[N:3]1.[S:8]1[CH:12]=C[CH:10]=[C:9]1CC(OCCl)=O.CN(C)C=[O:22]>O>[C:9]([S:8][CH2:12][S:7][C:5]1[N:4]=[N:3][NH:2][CH:6]=1)(=[O:22])[CH3:10] |f:0.1,^1:0|. Procedure details: To a suspension of 1,2,3-triazole-4-thiol sodium salt (38 g : 309 mMol.) in dimethylformamide (150 ml) at -20° C. is added dropwise chloromethyl thiolacetate (37.4 g : 300 mMol.) over 10 minutes, and the mixture is stirred at the same temperature for 30 minutes and at room temperature for 2 hours, diluted with water and extracted with ethyl acetate. The extract is washed with water, aqueous sodium hydrogen carbonate, and water, dried over sodium sulfate, and concentrated under reduced pressure. ... The reactants are CN1C(=O)N(c2cc(Cl)cc(Cl)c2)C(=O)C12CCCC2c1ccc(Br)cc1, OB(O)c1ccc(F)cc1. The product is CN1C(=O)N(c2cc(Cl)cc(Cl)c2)C(=O)C12CCCC2c1ccc(-c2ccc(F)cc2)cc1. RXN SMILES: [Br:1][c:2]1[cH:3][cH:4][c:5]([CH:8]2[C:9]3([C:10](=[O:24])[N:11]([c:16]4[cH:17][c:18]([Cl:23])[cH:19][c:20]([Cl:22])[cH:21]4)[C:12](=[O:15])[N:13]3[CH3:14])[CH2:25][CH2:26][CH2:27]2)[cH:6][cH:7]1.[OH:28][B:29]([OH:30])[c:31]1[cH:32][cH:33][c:34]([F:35])[cH:36][cH:37]1>>[c:2]1(-[c:31]2[cH:32][cH:33][c:34]([F:35])[cH:36][cH:37]2)[cH:3][cH:4][c:5]([CH:8]2[C:9]3([C:10](=[O:24])[N:11]([c:16]4[cH:17][c:18]([Cl:23])[cH:19][c:20]([Cl:22])[cH:21]4)[C:12](=[O:15])[N:13]3[CH3:14])[CH2:25][CH2:26][CH2:27]2)[cH:6][cH:7]1. Reactants: CO, CC(C)COC1=C(Cc2ccc(Cl)cc2)C(=O)CC(C)(C)C1. The product is COC1=C(Cc2ccc(Cl)cc2)C(=O)CC(C)(C)C1. RXN SMILES: [CH3:23][OH:24].[Cl:1][c:2]1[cH:3][cH:4][c:5]([CH2:6][C:7]2=[C:12]([O:13][CH2:14][CH:15]([CH3:16])[CH3:17])[CH2:11][C:10]([CH3:18])([CH3:19])[CH2:9][C:8]2=[O:20])[cH:21][cH:22]1>>[Cl:1][c:2]1[cH:3][cH:4][c:5]([CH2:6][C:7]2=[C:12]([O:13][CH3:14])[CH2:11][C:10]([CH3:18])([CH3:19])[CH2:9][C:8]2=[O:20])[cH:21][cH:22]1. The reactants are COc1ccc(C2OC2C(=O)Nc2ccccc2)cc1, CO, [Cl-], Clc1ccccc1, Nc1ccccc1S, O, O, O, O, O, O. Product: COc1ccc(C(Sc2ccccc2N)C(O)C(=O)Nc2ccccc2)cc1. Reaction SMILES: [CH3:1][O:2][c:3]1[cH:4][cH:5][c:6]([CH:9]2[CH:10]([C:11](=[O:12])[NH:13][c:14]3[cH:15][cH:16][cH:17][cH:18][cH:19]3)[O:20]2)[cH:7][cH:8]1.[CH3:43][OH:44].[Cl-:42].[Cl:21][c:22]1[cH:23][cH:24][cH:25][cH:26][cH:27]1.[NH2:28][c:29]1[c:30]([SH:35])[cH:31][cH:32][cH:33][cH:34]1.[OH2:36].[OH2:37].[OH2:38].[OH2:39].[OH2:40].[OH2:41]>>[CH3:1][O:2][c:3]1[cH:4][cH:5][c:6]([CH:9]([CH:10]([C:11](=[O:12])[NH:13][c:14]2[cH:15][cH:16][cH:17][cH:18][cH:19]2)[OH:20])[S:35][c:30]2[c:29]([NH2:28])[cH:34][cH:33][cH:32][cH:31]2)[cH:7][cH:8]1. The reactants are CC=1NC(=C([C@H](C1C(=O)OCCNC(C1=C(C=CC=C1)C(=O)O)=O)C1=CC(=CC=C1)[N+](=O)[O-])C(=O)O)C ((4R)-1,4-dihydro-2,6-dimethyl-3-[2(2-carboxybenzoyl) aminoethyl]oxycarbonyl-4-(3-nitrophenyl)pyridine-5-carboxylic acid), C[O-].[Na+] (sodium methoxide). Run in O (water). Reaction conditions: temperature 50 celsius, time 2 hour. The product is CC=1NC(=C([C@H](C1C(=O)OC)C1=CC(=CC=C1)[N+](=O)[O-])C(=O)O)C ((4R)-1,4-dihydro-2,6-dimethyl-3-methyloxycarbonyl-4-(3-nitrophenyl) pyridine-5-carboxylic acid). Isolated yield 67.5%. Reaction SMILES: [CH3:1][C:2]1[NH:3][C:4]([CH3:37])=[C:5]([C:34]([OH:36])=[O:35])[C@@H:6]([C:25]2[CH:30]=[CH:29][CH:28]=[C:27]([N+:31]([O-:33])=[O:32])[CH:26]=2)[C:7]=1[C:8]([O:10][CH2:11]CNC(=O)C1C=CC=CC=1C(O)=O)=[O:9].C[O-].[Na+]>O>[CH3:1][C:2]1[NH:3][C:4]([CH3:37])=[C:5]([C:34]([OH:36])=[O:35])[C@@H:6]([C:25]2[CH:30]=[CH:29][CH:28]=[C:27]([N+:31]([O-:33])=[O:32])[CH:26]=2)[C:7]=1[C:8]([O:10][CH3:11])=[O:9] |f:1.2|. Procedure details: To 50 mg of the (4R)-1,4-dihydro-2,6-dimethyl-3-[2(2-carboxybenzoyl) aminoethyl]oxycarbonyl-4-(3-nitrophenyl)pyridine-5-carboxylic acid obtained in Example 8 was added 5 ml of sodium methoxide (28% methanol solution) and the mixture was stirred at 50° C. for 2 hours. After it was diluted with 10 ml of water, the reaction mixture was washed with 5 ml of ethyl acetate and the aqueous layer was adjusted to pH 3 before it was extracted 3 times with 10 ml each of ethyl acetate. The ethyl acetate laye...